This data is from the Open Reaction Database (ORD), a public repository of structured organic reaction records. The task is: describe an organic reaction: reactants, conditions, products, and yield Run at time 1 hour. Reactants: O=C1NN=C(C=C1)C=1C(=NN2C1C=CC=C2)C2=CC=CC=C2 (3-(3-oxo-2,3-dihydropyridazin-6-yl)-2-phenylpyrazolo[1,5-a]pyridine), CC(C)([O-])C.[K+] (potassium tert-butoxide), C1COCCOCCOCCOCCOCCO1 (18-crown-6), CS(=O)(=O)OC1/C(/CCCC1)=C/C(=O)OC ((E)-1-methylsulfonyloxy-2-methoxycarbonylmethylenecyclohexane), ice water. Procedure details: To a solution of 3-(3-oxo-2,3-dihydropyridazin-6-yl)-2-phenylpyrazolo[1,5-a]pyridine (271 mg) in N,N-dimethylformamide (6 ml) was added potassium tert-butoxide (111 mg) and 18-crown-6 (24.8 mg) at 5° C. To this solution was added a solution of (E)-1-methylsulfonyloxy-2-methoxycarbonylmethylenecyclohexane (467 mg) in N,N-dimethylformamide (2 ml) was added dropwise. The reaction mixture was stirred at room temperature for 1 hour and then heated at 110 to 125° C. for 7 hours. The reaction mixture w... Solvent: CN(C=O)C (N,N-dimethylformamide), CN(C=O)C (N,N-dimethylformamide). RXN SMILES: [O:1]=[C:2]1[CH:7]=[CH:6][C:5]([C:8]2[C:9]([C:17]3[CH:22]=[CH:21][CH:20]=[CH:19][CH:18]=3)=[N:10][N:11]3[CH:16]=[CH:15][CH:14]=[CH:13][C:12]=23)=[N:4][NH:3]1.CC(C)([O-])C.[K+].C1OCCOCCOCCOCCOCCOC1.CS(O[CH:52]1[CH2:57][CH2:56][CH2:55][CH2:54]/[C:53]/1=[CH:58]\[C:59]([O:61][CH3:62])=[O:60])(=O)=O>CN(C)C=O>[CH3:62][O:61][C:59](/[CH:58]=[C:53]1/[CH:52]([N:3]2[C:2](=[O:1])[CH:7]=[CH:6][C:5]([C:8]3[C:9]([C:17]4[CH:22]=[CH:21][CH:20]=[CH:19][CH:18]=4)=[N:10][N:11]4[CH:16]=[CH:15][CH:14]=[CH:13][C:12]=34)=[N:4]2)[CH2:57][CH2:56][CH2:55][CH2:54]/1)=[O:60] |f:1.2|. Isolated yield 46.2%. The product is COC(=O)\C=C/1\C(CCCC1)N1N=C(C=CC1=O)C=1C(=NN2C1C=CC=C2)C2=CC=CC=C2 ((E)-3-[2-(2-methoxycarbonylmethylenecyclohexyl)-3-oxo-2,3-dihydropyridazin-6-yl]-2-phenylpyrazolo[1,5-a]pyridine). Reactants: C(=O)(Cl)Cl (Phosgene), solution, CNC1=CC=CC=C1 (N-methylaniline), [OH-].[Na+] (sodium hydroxide), Cl (hydrochloric acid), CNCC1=CC=NC=C1 (4-(N-methylaminomethyl)pyridine). The solvent is C1(=CC=CC=C1)C (toluene), C(Cl)(Cl)Cl (chloroform), C(C)N(CC)CC (triethylamine), C(Cl)(Cl)Cl (chloroform), C(Cl)(Cl)Cl (chloroform). Conditions: time 19 hour. The product is CN(C(=O)N(C1=CC=CC=C1)C)CC1=CC=NC=C1 (1,3-dimethyl-1-(4-pyridylmethyl)-3-phenylurea). RXN SMILES: [C:1](Cl)(Cl)=[O:2].[CH3:5][NH:6][C:7]1[CH:12]=[CH:11][CH:10]=[CH:9][CH:8]=1.[CH3:13][NH:14][CH2:15][C:16]1[CH:21]=[CH:20][N:19]=[CH:18][CH:17]=1.Cl.[OH-].[Na+]>C1(C)C=CC=CC=1.C(Cl)(Cl)Cl.C(N(CC)CC)C>[CH3:13][N:14]([CH2:15][C:16]1[CH:21]=[CH:20][N:19]=[CH:18][CH:17]=1)[C:1]([N:6]([CH3:5])[C:7]1[CH:12]=[CH:11][CH:10]=[CH:9][CH:8]=1)=[O:2] |f:4.5|. Procedure: Phosgene in toluene (50 ml, 121/2% solution was stirred at 0°-10° whilst a mixture of N-methylaniline (5.4 g) and triethylamine (15 ml) in dry chloroform (100 ml) was added slowly dropwise. On completion of the addition the mixture was stirred for 19 hours at room temperature, then cooled to 0°-10° whilst a solution of 4-(N-methylaminomethyl)pyridine (3.1 g) in dry chloroform (70 ml) was slowly added. The mixture was stirred at room temperature overnight followed by the cautious addition of 2 N ...